This data is from the Open Reaction Database (ORD), a public repository of structured organic reaction records. The task is: describe an organic reaction: reactants, conditions, products, and yield The reactants are C=CCC1(CCC)CCCCC1=O, CO. Product: CCCC1(CCC)CCCCC1=O. As a reaction SMILES: [CH2:1]([CH:2]=[CH2:3])[C:4]1([CH2:11][CH2:12][CH3:13])[C:5](=[O:10])[CH2:6][CH2:7][CH2:8][CH2:9]1.[CH3:14][OH:15]>>[CH2:1]([CH2:2][CH3:3])[C:4]1([CH2:11][CH2:12][CH3:13])[C:5](=[O:10])[CH2:6][CH2:7][CH2:8][CH2:9]1. The reactants are CCCc1nc2c(C)cc(-c3cn4c(n3)CCCC4)cc2n1Cc1ccc(-c2ccccc2C(=O)OC(C)(C)C)cc1, ClCCl, O=C(O)C(F)(F)F. Product: CCCc1nc2c(C)cc(-c3cn4c(n3)CCCC4)cc2n1Cc1ccc(-c2ccccc2C(=O)O)cc1. As a reaction SMILES: [CH2:1]([CH2:2][CH3:3])[c:4]1[n:5][c:6]2[c:7]([n:8]1[CH2:9][c:10]1[cH:11][cH:12][c:13](-[c:16]3[c:17]([C:22](=[O:23])[O:24][C:25]([CH3:26])([CH3:27])[CH3:28])[cH:18][cH:19][cH:20][cH:21]3)[cH:14][cH:15]1)[cH:29][c:30](-[c:34]1[n:35][c:36]3[n:37]([cH:42]1)[CH2:38][CH2:39][CH2:40][CH2:41]3)[cH:31][c:32]2[CH3:33].[CH2:50]([Cl:51])[Cl:52].[OH:43][C:44]([C:45]([F:46])([F:47])[F:48])=[O:49]>>[CH2:1]([CH2:2][CH3:3])[c:4]1[n:5][c:6]2[c:7]([n:8]1[CH2:9][c:10]1[cH:11][cH:12][c:13](-[c:16]3[c:17]([C:22](=[O:23])[OH:24])[cH:18][cH:19][cH:20][cH:21]3)[cH:14][cH:15]1)[cH:29][c:30](-[c:34]1[n:35][c:36]3[n:37]([cH:42]1)[CH2:38][CH2:39][CH2:40][CH2:41]3)[cH:31][c:32]2[CH3:33].